From a dataset of the Open Reaction Database (ORD), a public repository of structured organic reaction records. describe an organic reaction: reactants, conditions, products, and yield Starting materials: C1=CC(=CC=C1O)C (p-Cresol), CC(C)([O-])C.[K+] (potassium-tert-butoxide), FC1=CC=C(C=C1)[N+](=O)[O-] (p-fluoronitrobenzene). Run in C(C)(C)(C)O (t-butanol). Yields the product [N+](=O)([O-])C1=CC=C(OC2=CC=C(C=C2)C)C=C1 (4-(4-nitrophenoxy)toluene). Reaction SMILES: [CH:1]1[C:6]([OH:7])=[CH:5][CH:4]=[C:3]([CH3:8])[CH:2]=1.CC(C)([O-])C.[K+].F[C:16]1[CH:21]=[CH:20][C:19]([N+:22]([O-:24])=[O:23])=[CH:18][CH:17]=1>C(O)(C)(C)C>[N+:22]([C:19]1[CH:20]=[CH:21][C:16]([O:7][C:6]2[CH:5]=[CH:4][C:3]([CH3:8])=[CH:2][CH:1]=2)=[CH:17][CH:18]=1)([O-:24])=[O:23] |f:1.2|. Procedure details: p-Cresol (190 g; 1.76 mol), potassium-tert-butoxide (220.2 g; 1.93 mol) and t-butanol (from calcium hydride; 1 l) were stirred at room temperature, under nitrogen, for 15 mins; followed by the dropwise addition of p-fluoronitrobenzene (272.7 g; 1.93 mol). After heating at reflux for 18 hours, followed by cooling, the resulting yellow precipitate was removed by filtration and washed with absolute ethanol. The combined filtrate and washings were evaporated on the Buchi and the residue taken up in ... The reactants are CN(C)C=O, [Cl-], ClCCCI, [H-], [Na+], [Na+], O, Oc1cccnc1. Product: ClCCCOc1cccnc1. Reaction SMILES: [CH3:16][N:17]([CH3:18])[CH:19]=[O:20].[Cl-:21].[Cl:10][CH2:11][CH2:12][CH2:13][I:14].[H-:8].[Na+:22].[Na+:9].[OH2:15].[OH:1][c:2]1[cH:3][n:4][cH:5][cH:6][cH:7]1>>[O:1]([c:2]1[cH:3][n:4][cH:5][cH:6][cH:7]1)[CH2:13][CH2:12][CH2:11][Cl:10]. The product is COC(C(=O)NCc1ccc(C#N)cc1)c1c(F)cccc1C#CCOC1CCCCO1. The reactants are COC(C(=O)NCc1ccc(C#N)cc1)c1c(F)cccc1OS(=O)(=O)C(F)(F)F, C#CCOC1CCCCO1, CN(C)C=O. As a reaction SMILES: [C:1](#[N:2])[c:3]1[cH:4][cH:5][c:6]([CH2:7][NH:8][C:9](=[O:10])[CH:11]([c:12]2[c:13]([O:19][S:20]([C:21]([F:22])([F:23])[F:24])(=[O:25])=[O:26])[cH:14][cH:15][cH:16][c:17]2[F:18])[O:27][CH3:28])[cH:29][cH:30]1.[CH2:31]([C:32]#[CH:33])[O:34][CH:35]1[O:36][CH2:37][CH2:38][CH2:39][CH2:40]1.[O:41]=[CH:42][N:43]([CH3:44])[CH3:45]>>[C:1](#[N:2])[c:3]1[cH:4][cH:5][c:6]([CH2:7][NH:8][C:9](=[O:10])[CH:11]([c:12]2[c:13]([C:33]#[C:32][CH2:31][O:34][CH:35]3[O:36][CH2:37][CH2:38][CH2:39][CH2:40]3)[cH:14][cH:15][cH:16][c:17]2[F:18])[O:27][CH3:28])[cH:29][cH:30]1. Starting materials: Cl (hydrochloric acid), C[Al](C)C (Trimethylaluminum), N(=[N+]=[N-])[Si](C)(C)C (azidotrimethylsilane), IC=1C=CC=2N(C1)C=C(N2)C2=CC=C(C#N)C=C2 (4-(6-iodoimidazo[1,2-a]pyridin-2-yl)benzonitrile). Solvent: C1(=CC=CC=C1)C (toluene). Conditions: temperature 80 celsius. Product: IC=1C=CC=2N(C1)C=C(N2)C2=CC=C(C=C2)C2=NN=NN2 (6-Iodo-2-[4-(1H-1,2,3,4-tetrazol-5-yl)phenyl]imidazo[1,2-a]pyridine). RXN SMILES: C[Al](C)C.[N:5]([Si](C)(C)C)=[N+:6]=[N-:7].[I:12][C:13]1[CH:14]=[CH:15][C:16]2[N:17]([CH:19]=[C:20]([C:22]3[CH:29]=[CH:28][C:25]([C:26]#[N:27])=[CH:24][CH:23]=3)[N:21]=2)[CH:18]=1.Cl>C1(C)C=CC=CC=1>[I:12][C:13]1[CH:14]=[CH:15][C:16]2[N:17]([CH:19]=[C:20]([C:22]3[CH:29]=[CH:28][C:25]([C:26]4[NH:27][N:7]=[N:6][N:5]=4)=[CH:24][CH:23]=3)[N:21]=2)[CH:18]=1. Procedure details: Trimethylaluminum (150 μL) and azidotrimethylsilane (42 μL) were added to a solution (1 mL) of 4-(6-iodoimidazo[1,2-a]pyridin-2-yl)benzonitrile (104 mg) in toluene, followed by heating at 80° C. for 2 hours. The mixture was left to cool to room temperature, and 6N hydrochloric acid solution was added thereto. The precipitated matter was recovered through filtration and dried, to thereby yield the title compound (17 mg).